From a dataset of the Open Reaction Database (ORD), a public repository of structured organic reaction records. describe an organic reaction: reactants, conditions, products, and yield The reactants are ClC=1NC=C(N1)[N+](=O)[O-] (2-Chloro-4-nitro-1H-imidazole), CC1=CC=C(C=C1)S(=O)(=O)OC[C@@]1(OC1)C ((R)-2-methyloxiran-2-ylmethyl 4-methylbenzene sulfonate). Reagents/catalysts: [Cl-].C(C1=CC=CC=C1)[N+](CC)(CC)CC (Benzyl(triethyl)ammonium chloride). Solvent: C(C)#N (acetonitrile). Yields the product ClC=1N(C=C(N1)[N+](=O)[O-])C[C@@](COS(=O)(=O)C1=CC=C(C=C1)C)(C)O ((R)-2-chloro-1-[2-hydroxy-2-methyl-3-(4-methylbenzenesulfonyloxy)propyl]-4-nitroimidazole). Isolated yield 41.3%. Reaction SMILES: [Cl:1][C:2]1[NH:3][CH:4]=[C:5]([N+:7]([O-:9])=[O:8])[N:6]=1.[CH3:10][C:11]1[CH:16]=[CH:15][C:14]([S:17]([O:20][CH2:21][C@@:22]2([CH3:25])[CH2:24][O:23]2)(=[O:19])=[O:18])=[CH:13][CH:12]=1>C(#N)C.[Cl-].C([N+](CC)(CC)CC)C1C=CC=CC=1>[Cl:1][C:2]1[N:3]([CH2:25][C@:22]([OH:23])([CH3:24])[CH2:21][O:20][S:17]([C:14]2[CH:15]=[CH:16][C:11]([CH3:10])=[CH:12][CH:13]=2)(=[O:19])=[O:18])[CH:4]=[C:5]([N+:7]([O-:9])=[O:8])[N:6]=1 |f:3.4|. Reported procedure: 2-Chloro-4-nitro-1H-imidazole (18.4 g, 125 mmol) and (R)-2-methyloxiran-2-ylmethyl 4-methylbenzene sulfonate (36.2 g, 149 mmol) were suspended in acetonitrile (150 ml). Benzyl(triethyl)ammonium chloride (5.7 g, 25 mmol) was added to the suspension, and the resulting mixture was stirred under reflux for 8 hours. The reaction mixture was concentrated under reduced pressure. The residue was purified by silica gel column chromatography (methylene chloride/ethyl acetate=20/1) to afford (R)-2-chloro-1... As a reaction SMILES: [B:22].[B:23].[CH3:33][C:34](=[O:35])[O-:36].[CH3:40][N:41]([CH3:42])[CH:43]=[O:44].[Cl:37][CH2:38][Cl:39].[F:1][C:2]([F:3])([F:4])[S:5]([O:6][C:7]1=[CH:12][CH2:11][N:10]([C:13](=[O:14])[O:15][C:16]([CH3:17])([CH3:18])[CH3:19])[CH2:9][CH2:8]1)(=[O:20])=[O:21].[K+:32].[OH:24][C:25]([CH3:26])([CH3:27])[C:28]([CH3:29])([CH3:30])[OH:31]>>[C:7]1([B:22]2[O:24][C:25]([CH3:26])([CH3:27])[C:28]([CH3:29])([CH3:30])[O:31]2)=[CH:12][CH2:11][N:10]([C:13](=[O:14])[O:15][C:16]([CH3:17])([CH3:18])[CH3:19])[CH2:9][CH2:8]1. The reactants are B, B, CC(=O)[O-], CN(C)C=O, ClCCl, CC(C)(C)OC(=O)N1CC=C(OS(=O)(=O)C(F)(F)F)CC1, [K+], CC(C)(O)C(C)(C)O. The product is CC(C)(C)OC(=O)N1CC=C(B2OC(C)(C)C(C)(C)O2)CC1. Starting materials: CC(CNC1=C(C=NC2=CC=CC=C12)[N+](=O)[O-])C (4-(2-Methylpropylamino)-3-nitroquinoline), S(=O)(=O)([O-])[O-].[Mg+2] (magnesium sulfate), C(C)(=O)OCC (ethyl acetate), [H][H] (hydrogen). The reagents and catalysts are [Pt] (platinum on carbon). Conditions: temperature 130 celsius, time 2.5 hour. Product: C(C)OCC=1N(C2=C(C=NC=3C=CC=CC23)N1)CC(C)C (2-Ethoxymethyl-1-(2-methylpropyl)-1H-imidazo-[4,5-c]quinoline). RXN SMILES: [CH3:1][CH:2]([CH3:18])[CH2:3][NH:4][C:5]1[C:14]2[C:9](=[CH:10][CH:11]=[CH:12][CH:13]=2)[N:8]=[CH:7][C:6]=1[N+:15]([O-])=O.S([O-])([O-])(=O)=O.[Mg+2].[H][H].[C:27]([O:30][CH2:31][CH3:32])(=O)[CH3:28]>[Pt]>[CH2:27]([O:30][CH2:31][C:32]1[N:4]([CH2:3][CH:2]([CH3:18])[CH3:1])[C:5]2[C:14]3[CH:13]=[CH:12][CH:11]=[CH:10][C:9]=3[N:8]=[CH:7][C:6]=2[N:15]=1)[CH3:28] |f:1.2|. Reported procedure: 4-(2-Methylpropylamino)-3-nitroquinoline (30.5 g; 0.12 mol) was added to a mixture of ethyl acetate (800 mL), 5% platinum on carbon (1.5 g) and magnesium sulfate (10 g). The mixture was hydrogenated on a Parr apparatus at an initial hydrogen pressure of 30 psi. When the hydrogenation was complete, the solids were removed and the ethyl acetate was evaporated. The resulting intermediate diamine was mixed with ethoxyacetic acid (80.5 mL) and heated with stirring at 130° C. for 2-3 hours. The reacti... The reactants are Cc1cc(Br)c(C(C)(C)O)cc1Cl, CCN(C(C)C)C(C)C, CCOCCl, ClCCl, O. The product is CCOCOC(C)(C)c1cc(Cl)c(C)cc1Br. RXN SMILES: [Br:1][c:2]1[c:3]([C:10]([CH3:11])([CH3:12])[OH:13])[cH:4][c:5]([Cl:9])[c:6]([CH3:8])[cH:7]1.[CH:19]([N:20]([CH2:21][CH3:22])[CH:23]([CH3:24])[CH3:25])([CH3:26])[CH3:27].[Cl:14][CH2:15][O:16][CH2:17][CH3:18].[Cl:29][CH2:30][Cl:31].[OH2:28]>>[Br:1][c:2]1[c:3]([C:10]([CH3:11])([CH3:12])[O:13][CH2:15][O:16][CH2:17][CH3:18])[cH:4][c:5]([Cl:9])[c:6]([CH3:8])[cH:7]1. Starting materials: CCOC(=O)CS(=O)(=O)c1ccc(OC)cc1, CC(=O)OC(C)=O, CCOC(OCC)OCC. Product: CCOC=C(C(=O)OCC)S(=O)(=O)c1ccc(OC)cc1. RXN SMILES: [CH2:1]([CH3:2])[O:3][C:4]([CH2:5][S:6](=[O:7])(=[O:8])[c:9]1[cH:10][cH:11][c:12]([O:15][CH3:16])[cH:13][cH:14]1)=[O:17].[CH3:28][C:29]([O:30][C:31](=[O:32])[CH3:33])=[O:34].[CH:18]([O:19][CH2:20][CH3:21])([O:22][CH2:23][CH3:24])[O:25][CH2:26][CH3:27]>>[CH2:1]([CH3:2])[O:3][C:4]([C:5]([S:6](=[O:7])(=[O:8])[c:9]1[cH:10][cH:11][c:12]([O:15][CH3:16])[cH:13][cH:14]1)=[CH:18][O:19][CH2:20][CH3:21])=[O:17]. Starting materials: BrCc1ccc(Br)cc1, CN(C)C(=N)N(C)C, CCOC(C)=O, Cl, O=C1COC(=O)N1, C1CCOC1. Yields the product O=C1COC(=O)N1Cc1ccc(Br)cc1. RXN SMILES: [Br:1][c:2]1[cH:3][cH:4][c:5]([CH2:6][Br:7])[cH:8][cH:9]1.[CH3:17][N:18]([CH3:19])[C:20]([N:21]([CH3:22])[CH3:23])=[NH:24].[CH3:31][CH2:32][O:33][C:34](=[O:35])[CH3:36].[ClH:25].[O:10]1[C:11](=[O:16])[NH:12][C:13](=[O:15])[CH2:14]1.[O:26]1[CH2:27][CH2:28][CH2:29][CH2:30]1>>[Br:1][c:2]1[cH:3][cH:4][c:5]([CH2:6][N:12]2[C:11](=[O:16])[O:10][CH2:14][C:13]2=[O:15])[cH:8][cH:9]1. Reactants: C(C1=CC=CC=C1)(=O)C1=CC=C(C(=O)Cl)C=C1 (4-benzoylbenzoyl chloride), C(C)(C)N(C(C)C)CC (N,N-diisopropylethyl amine), C=1C=CN2C1CNC1=C(C2)C=CC=C1 (10,11-dihydro-5H-pyrrolo[2,1-c][1,4]benzodiazepine). Solvent: ClCCl (dichloromethane), ClCCl (dichloromethane), ClCCl (dichloromethane). Conditions: time 8 hour. Product: C1(=CC=CC=C1)C(=O)C1=CC=C(C=C1)C(=O)N1CC=2N(CC3=C1C=CC=C3)C=CC2 (Phenyl[4-(5H-pyrrolo[2,1-c][1,4]benzodiazepin-10(11H)-ylcarbonyl)phenyl]methanone). Isolated yield 101.9%. Reaction SMILES: [CH:1]1[CH:2]=[CH:3][N:4]2[CH2:10][C:9]3[CH:11]=[CH:12][CH:13]=[CH:14][C:8]=3[NH:7][CH2:6][C:5]=12.C(N(CC)C(C)C)(C)C.[C:24]([C:32]1[CH:40]=[CH:39][C:35]([C:36](Cl)=[O:37])=[CH:34][CH:33]=1)(=[O:31])[C:25]1[CH:30]=[CH:29][CH:28]=[CH:27][CH:26]=1>ClCCl>[C:25]1([C:24]([C:32]2[CH:33]=[CH:34][C:35]([C:36]([N:7]3[C:8]4[CH:14]=[CH:13][CH:12]=[CH:11][C:9]=4[CH2:10][N:4]4[CH:3]=[CH:2][CH:1]=[C:5]4[CH2:6]3)=[O:37])=[CH:39][CH:40]=2)=[O:31])[CH:26]=[CH:27][CH:28]=[CH:29][CH:30]=1. Reported procedure: To solution of 10,11-dihydro-5H-pyrrolo[2,1-c][1,4]benzodiazepine (0.807 g, 4.38 mmol) in dry dichloromethane (20 mL) cooled in an ice bath was added N,N-diisopropylethyl amine (1.14 mL). The solution was treated dropwise with a suspension of 4-benzoylbenzoyl chloride (prepared from 3 mmol of 4-benzoylbenzoic acid and oxalyl chloride) in 8 mL of dichloromethane. The solution was stirred overnight at room temperature, diluted with dichloromethane, washed with water, 1 N hydrochloric acid, saturat... Reactants: C(C)(C)(C)NC=1OC(=NN1)C=1C=C2C(=CN(C2=CC1)S(=O)(=O)C1=CC=C(C)C=C1)B1OC(C(O1)(C)C)(C)C (N-tert-butyl-5-(3-(4,4,5,5-tetramethyl-1,3,2-dioxaborolan-2-yl)-1-tosyl-1H-indol-5-yl)-1,3,4-oxadiazol-2-amine), BrC1=NC=CC(=N1)C1CC1 (2-bromo-4-cyclopropylpyrimidine), P(=O)([O-])([O-])[O-].[K+].[K+].[K+] (potassium phosphate), C1(CCCCC1)P(C1=C(C=CC=C1)C1=C(C=C(C=C1C(C)C)C(C)C)C(C)C)C1CCCCC1 (dicyclohexyl(2′,4′,6′-triisopropylbiphenyl-2-yl)phosphine). Reagents/catalysts: C=1C=CC(=CC1)/C=C/C(=O)/C=C/C2=CC=CC=C2.C=1C=CC(=CC1)/C=C/C(=O)/C=C/C2=CC=CC=C2.C=1C=CC(=CC1)/C=C/C(=O)/C=C/C2=CC=CC=C2.[Pd].[Pd] (Pd2(dba)3). Reaction conditions: temperature 120 celsius. The product is C(C)(C)(C)NC=1OC(=NN1)C=1C=C2C(=CN(C2=CC1)S(=O)(=O)C1=CC=C(C)C=C1)C1=NC=CC(=N1)C1CC1 (N-tert-butyl-5-(3-(4-cyclopropylpyrimidin-2-yl)-1-tosyl-1H-indol-5-yl)-1,3,4-oxadiazol-2-amine). Yield: 24.4%. Reaction SMILES: [C:1]([NH:5][C:6]1[O:7][C:8]([C:11]2[CH:12]=[C:13]3[C:17](=[CH:18][CH:19]=2)[N:16]([S:20]([C:23]2[CH:29]=[CH:28][C:26]([CH3:27])=[CH:25][CH:24]=2)(=[O:22])=[O:21])[CH:15]=[C:14]3B2OC(C)(C)C(C)(C)O2)=[N:9][N:10]=1)([CH3:4])([CH3:3])[CH3:2].Br[C:40]1[N:45]=[C:44]([CH:46]2[CH2:48][CH2:47]2)[CH:43]=[CH:42][N:41]=1.P([O-])([O-])([O-])=O.[K+].[K+].[K+].C1(P(C2CCCCC2)C2C=CC=CC=2C2C(C(C)C)=CC(C(C)C)=CC=2C(C)C)CCCCC1>C1C=CC(/C=C/C(/C=C/C2C=CC=CC=2)=O)=CC=1.C1C=CC(/C=C/C(/C=C/C2C=CC=CC=2)=O)=CC=1.C1C=CC(/C=C/C(/C=C/C2C=CC=CC=2)=O)=CC=1.[Pd].[Pd]>[C:1]([NH:5][C:6]1[O:7][C:8]([C:11]2[CH:12]=[C:13]3[C:17](=[CH:18][CH:19]=2)[N:16]([S:20]([C:23]2[CH:29]=[CH:28][C:26]([CH3:27])=[CH:25][CH:24]=2)(=[O:22])=[O:21])[CH:15]=[C:14]3[C:40]2[N:45]=[C:44]([CH:46]3[CH2:48][CH2:47]3)[CH:43]=[CH:42][N:41]=2)=[N:9][N:10]=1)([CH3:4])([CH3:2])[CH3:3] |f:2.3.4.5,7.8.9.10.11|. Procedure details: To a 5 mL glass microwave tube containing N-tert-butyl-5-(3-(4,4,5,5-tetramethyl-1,3,2-dioxaborolan-2-yl)-1-tosyl-1H-indol-5-yl)-1,3,4-oxadiazol-2-amine (357.8 mg, 0.667 mmol) was added 2-bromo-4-cyclopropylpyrimidine (153 mg, 0.767 mmol) (CombiPhos Catalysts Inc.), potassium phosphate (425 mg, 2.001 mmol) (Sigma-Aldrich), dicyclohexyl(2′,4′,6′-triisopropylbiphenyl-2-yl)phosphine (19.08 mg, 0.040 mmol) (Strem), and Pd2(dba)3 (18.32 mg, 0.020 mmol) (Strem). The tube was purged with argon, the sol... The reactants are [Al+3], C1CCOC1, [H-], [H-], [H-], [H-], [H-], [Li+], [Na+], COC(=O)c1cnc2c(c1)NC(=O)C1CCCN21. Product: O=C1Nc2cc(CO)cnc2N2CCCC12. RXN SMILES: [Al+3:22].[CH2:27]1[O:28][CH2:29][CH2:30][CH2:31]1.[H-:19].[H-:21].[H-:24].[H-:25].[H-:26].[Li+:23].[Na+:20].[O:1]=[C:2]1[CH:3]2[N:4]([c:5]3[c:6]([cH:8][c:9]([C:12](=[O:13])[O:14][CH3:15])[cH:10][n:11]3)[NH:7]1)[CH2:16][CH2:17][CH2:18]2>>[O:1]=[C:2]1[CH:3]2[N:4]([c:5]3[c:6]([cH:8][c:9]([CH2:12][OH:13])[cH:10][n:11]3)[NH:7]1)[CH2:16][CH2:17][CH2:18]2. The product is O=[N+]([O-])c1cc(Cl)c(Oc2ccc(O)c(S(=O)(=O)CC3CC3)c2)c(Cl)c1. As a reaction SMILES: [B:28]([Br:29])([Br:30])[Br:31].[Cl:1][c:2]1[c:3]([O:4][c:5]2[cH:6][cH:7][c:8]([O:18][CH3:19])[c:9]([S:11](=[O:12])(=[O:13])[CH2:14][CH:15]3[CH2:16][CH2:17]3)[cH:10]2)[c:20]([Cl:27])[cH:21][c:22]([N+:24](=[O:25])[O-:26])[cH:23]1.[Cl:33][CH2:34][Cl:35].[OH2:32]>>[Cl:1][c:2]1[c:3]([O:4][c:5]2[cH:6][cH:7][c:8]([OH:18])[c:9]([S:11](=[O:12])(=[O:13])[CH2:14][CH:15]3[CH2:16][CH2:17]3)[cH:10]2)[c:20]([Cl:27])[cH:21][c:22]([N+:24](=[O:25])[O-:26])[cH:23]1. The reactants are BrB(Br)Br, COc1ccc(Oc2c(Cl)cc([N+](=O)[O-])cc2Cl)cc1S(=O)(=O)CC1CC1, ClCCl, O.